From a dataset of the Open Reaction Database (ORD), a public repository of structured organic reaction records. describe an organic reaction: reactants, conditions, products, and yield Reactants: C1CCC2=NCCCN2CC1 (DBU), C(C)(C)(C)OC(=O)N[C@H]1[C@@H](CC(CC\C=C/[C@H]2[C@](NC([C@H]3N(C1=O)C[C@@H](C3)OC3=NC=C(C1=CC=CC=C31)OC)=O)(C2)C(=O)O)C)C ((2R,6S,7R,13aS,14aR,16aS,Z)-6-((tert-butoxycarbonyl)amino)-2-((4-methoxyisoquinolin-1-yl)oxy)-7,9-dimethyl-5,16-dioxo-1,2,3,5,6,7,8,9,10,11,13a,14,14a,15,16,16a-hexadecahydrocyclopropa[e]pyrrolo[1,2-a][1,4]diazacyclopentadecine-14a-carboxylic acid), C1=CN(C=N1)C(=O)N2C=CN=C2 (CDI), C1(CCC1)S(=O)(=O)N (cyclobutanesulfonamide). Solvent: O1CCCC1 (tetrahydrofuran). Reaction conditions: time 16 hour. Product: C1(CCC1)S(=O)(=O)NC(=O)[C@]12NC([C@H]3N(C([C@H]([C@@H](CC(CC\C=C/[C@@H]1C2)C)C)NC(OC(C)(C)C)=O)=O)C[C@@H](C3)OC3=NC=C(C2=CC=CC=C32)OC)=O (tert-butyl ((2R,6S,7R,13aS,14aR,16aS,Z)-14a-((cyclobutylsulfonyl)carbamoyl)-2-((4-methoxyisoquinolin-1-yl)oxy)-7,9-dimethyl-5,16-dioxo-1,2,3,5,6,7,8,9,10,11,13a,14,14a,15,16,16a-hexadecahydrocyclopropa[e]pyrrolo[1,2-a][1,4]diazacyclopentadecin-6-yl)carbamate). Reaction SMILES: [C:1]([O:5][C:6]([NH:8][C@@H:9]1[C:23](=[O:24])[N:22]2[CH2:25][C@H:26]([O:28][C:29]3[C:38]4[C:33](=[CH:34][CH:35]=[CH:36][CH:37]=4)[C:32]([O:39][CH3:40])=[CH:31][N:30]=3)[CH2:27][C@H:21]2[C:20](=[O:41])[NH:19][C@:18]2([C:43]([OH:45])=O)[CH2:42][C@H:17]2[CH:16]=[CH:15][CH2:14][CH2:13][CH:12]([CH3:46])[CH2:11][C@H:10]1[CH3:47])=[O:7])([CH3:4])([CH3:3])[CH3:2].C1N=CN(C(N2C=NC=C2)=O)C=1.[CH:60]1([S:64]([NH2:67])(=[O:66])=[O:65])[CH2:63][CH2:62][CH2:61]1.C1CCN2C(=NCCC2)CC1>O1CCCC1>[CH:60]1([S:64]([NH:67][C:43]([C@@:18]23[CH2:42][C@H:17]2[CH:16]=[CH:15][CH2:14][CH2:13][CH:12]([CH3:46])[CH2:11][C@@H:10]([CH3:47])[C@H:9]([NH:8][C:6](=[O:7])[O:5][C:1]([CH3:4])([CH3:3])[CH3:2])[C:23](=[O:24])[N:22]2[CH2:25][C@H:26]([O:28][C:29]4[C:38]5[C:33](=[CH:34][CH:35]=[CH:36][CH:37]=5)[C:32]([O:39][CH3:40])=[CH:31][N:30]=4)[CH2:27][C@H:21]2[C:20](=[O:41])[NH:19]3)=[O:45])(=[O:66])=[O:65])[CH2:63][CH2:62][CH2:61]1. Reported procedure: A mixture of (2R,6S,7R,13aS,14aR,16aS,Z)-6-((tert-butoxycarbonyl)amino)-2-((4-methoxyisoquinolin-1-yl)oxy)-7,9-dimethyl-5,16-dioxo-1,2,3,5,6,7,8,9,10,11,13a,14,14a,15,16,16a-hexadecahydrocyclopropa[e]pyrrolo[1,2-a][1,4]diazacyclopentadecine-14a-carboxylic acid (70 mg, 0.108 mmol), CDI (34.9 mg, 0.215 mmol) in tetrahydrofuran (3 mL) was refluxed for 2 h. It was then cooled to rt and cyclobutanesulfonamide (32.0 mg, 0.237 mmol) was added and followed by DBU (0.036 mL, 0.237 mmol). The mixture was ... Reactants: C(=O)[O-].[NH4+] (ammonium formate), C(=O)O (formic acid), NC1=NC(=C(C(=N1)N)N=O)N (2,4,6-triamino-5-nitrosopyrimidine). Reagents/catalysts: [Pd] (palladium). The solvent is O (water). Yields the product O.NC1=NC(=C(C(=N1)N)NC=O)N (2,4,6-triamino-5-formylaminopyrimidine hydrate). As a reaction SMILES: [NH2:1][C:2]1[N:7]=[C:6]([NH2:8])[C:5]([N:9]=[O:10])=[C:4]([NH2:11])[N:3]=1.[CH:12]([O-])=[O:13].[NH4+].C(O)=O>O.[Pd]>[OH2:10].[NH2:1][C:2]1[N:7]=[C:6]([NH2:8])[C:5]([NH:9][CH:12]=[O:13])=[C:4]([NH2:11])[N:3]=1 |f:1.2,6.7|. Reported procedure: A suspension of 7.9 g (0.05 mol) of 2,4,6-triamino-5-nitrosopyrimidine in 50 ml of water was mixed with 3.25 g (0.05 mol) of ammonium formate, 13.9 g (0.3 mol) of formic acid and 0.5 g of the palladium catalyst according to Example 1. This mixture was heated for 4 hours to 100° C. After cooling, the catalyst was filtered off, the filtrate concentrated to about 25 ml and neutralised with about 10 ml of 25% aqueous sodium hydroxide solution to pH 7.5. A crystal slurry thereby resulted which was fi... Reactants: CC(C)(C)[O-], CC#N, N#Cc1ccc(Cl)c(Cl)c1, [K+]. Product: N#CC=C(N)c1ccc(Cl)c(Cl)c1. Reaction SMILES: [CH3:1][C:2]([CH3:3])([O-:4])[CH3:5].[CH3:7][C:8]#[N:9].[Cl:10][c:11]1[cH:12][c:13]([C:14]#[N:15])[cH:16][cH:17][c:18]1[Cl:19].[K+:6]>>[CH:7]([C:8]#[N:9])=[C:14]([c:13]1[cH:12][c:11]([Cl:10])[c:18]([Cl:19])[cH:17][cH:16]1)[NH2:15]. Starting materials: ClC1=CC=C(N=N1)C1=CC=C(C=C1)NS(=O)(=O)C (N-(4-(6-chloropyridazin-3-yl)phenyl)methanesulfonamide), O.NN (hydrazine monohydrate). Product: N(N)C1=CC=C(N=N1)C1=CC=C(C=C1)NS(=O)(=O)C (N-(4-(6-hydrazinylpyridazin-3-yl)phenyl)methanesulfonamide). RXN SMILES: Cl[C:2]1[N:7]=[N:6][C:5]([C:8]2[CH:13]=[CH:12][C:11]([NH:14][S:15]([CH3:18])(=[O:17])=[O:16])=[CH:10][CH:9]=2)=[CH:4][CH:3]=1.O.[NH2:20][NH2:21]>>[NH:20]([C:2]1[N:7]=[N:6][C:5]([C:8]2[CH:13]=[CH:12][C:11]([NH:14][S:15]([CH3:18])(=[O:17])=[O:16])=[CH:10][CH:9]=2)=[CH:4][CH:3]=1)[NH2:21] |f:1.2|. Reported procedure: A suspension of N-(4-(6-chloropyridazin-3-yl)phenyl)methanesulfonamide (2.82 mmole) in hydrazine monohydrate (6 mL) was heated at 120 C for 1 hour and evaporated in vacuo. The residue was dissolved in dicholomethane, washed with water, dried over Na2SO4, and evaporated in vacuo to afford N-(4-(6-hydrazinylpyridazin-3-yl)phenyl)methanesulfonamide. Reactants: C(Cl)C1CO1 (Epichlorohydrin), OC1=CC=C2C(C(=C(OC2=C1)C1=CC=CC=C1)C1=CC=CC=C1)=O (7-hydroxy 2,3,-diphenylchromone), resultant mixture, [OH-].[Na+] (sodium hydroxide). Solvent: CS(=O)C (DMSO). Reaction conditions: time 2.5 day. Product: O1C(COC2=CC=C3C(C(=C(OC3=C2)C2=CC=CC=C2)C2=CC=CC=C2)=O)C1 (7-(2,3-Epoxypropoxy)-2,3,-diphenylchromone). Isolated yield 54.0%. As a reaction SMILES: [OH-].[Na+].[OH:3][C:4]1[CH:13]=[C:12]2[C:7]([C:8](=[O:26])[C:9]([C:20]3[CH:25]=[CH:24][CH:23]=[CH:22][CH:21]=3)=[C:10]([C:14]3[CH:19]=[CH:18][CH:17]=[CH:16][CH:15]=3)[O:11]2)=[CH:6][CH:5]=1.[CH2:27]([CH:29]1[O:31][CH2:30]1)Cl>CS(C)=O>[O:31]1[CH2:30][CH:29]1[CH2:27][O:3][C:4]1[CH:13]=[C:12]2[C:7]([C:8](=[O:26])[C:9]([C:20]3[CH:21]=[CH:22][CH:23]=[CH:24][CH:25]=3)=[C:10]([C:14]3[CH:19]=[CH:18][CH:17]=[CH:16][CH:15]=3)[O:11]2)=[CH:6][CH:5]=1 |f:0.1|. Reported procedure: To a solution of 50% aqueous DMSO (280 ml), containing sodium hydroxide (5.60 g, 140 mmol) was added 7-hydroxy 2,3,-diphenylchromone (44.01 g, 140 mmol) and the resultant mixture was stirred until most of the solid went into the solution. Epichlorohydrin was then introduced into the suspension. The solution was stirred at room temperature (RT) for 2.5 days and solid formed during the reaction was collected from time to time (about twice a day). The white solid (total=47.58 g) was recrystallized ... The reactants are COC(=O)CC1NCCN(CC(=O)OC)C1=O, CN(C)C=O, CN(C)c1ccncc1, O=C1CCC(=O)O1. Product: COC(=O)CC1C(=O)N(CC(=O)OC)CCN1C(=O)CCC(=O)O. RXN SMILES: [CH3:1][O:2][C:3]([CH2:4][N:5]1[C:6](=[O:16])[CH:7]([CH2:11][C:12](=[O:13])[O:14][CH3:15])[NH:8][CH2:9][CH2:10]1)=[O:17].[CH3:25][N:26]([CH3:27])[CH:28]=[O:29].[CH3:30][N:31]([CH3:32])[c:33]1[cH:34][cH:35][n:36][cH:37][cH:38]1.[O:18]=[C:19]1[CH2:20][CH2:21][C:22](=[O:23])[O:24]1>>[CH3:1][O:2][C:3]([CH2:4][N:5]1[C:6](=[O:16])[CH:7]([CH2:11][C:12](=[O:13])[O:14][CH3:15])[N:8]([C:22]([CH2:21][CH2:20][C:19](=[O:18])[OH:24])=[O:23])[CH2:9][CH2:10]1)=[O:17]. Starting materials: ClC1=CC=C(C=C1)C(C=1C=C2C(=CC(NC2=CC1)=O)C1=CCN(CC1)C(=O)OC(C)(C)C)C1=CC=C(C=C1)Cl (tert-butyl 4-(6-(bis(4-chlorophenyl)methyl)-2-oxo-1,2-dihydroquinolin-4-yl)-5,6-dihydropyridine-1(2H)-carboxylate), C(=O)(C(F)(F)F)O (TFA). Solvent: C(Cl)Cl (DCM). Reaction conditions: time 2 hour. Product: ClC1=CC=C(C=C1)C(C=1C=C2C(=CC(NC2=CC1)=O)C=1CCNCC1)C1=CC=C(C=C1)Cl (6-(bis(4-chlorophenyl)methyl)-4-(1,2,3,6-tetrahydropyridin-4-yl)quinolin-2(1H)-one). As a reaction SMILES: [Cl:1][C:2]1[CH:7]=[CH:6][C:5]([CH:8]([C:33]2[CH:38]=[CH:37][C:36]([Cl:39])=[CH:35][CH:34]=2)[C:9]2[CH:10]=[C:11]3[C:16](=[CH:17][CH:18]=2)[NH:15][C:14](=[O:19])[CH:13]=[C:12]3[C:20]2[CH2:25][CH2:24][N:23](C(OC(C)(C)C)=O)[CH2:22][CH:21]=2)=[CH:4][CH:3]=1.C(O)(C(F)(F)F)=O>C(Cl)Cl>[Cl:39][C:36]1[CH:37]=[CH:38][C:33]([CH:8]([C:5]2[CH:4]=[CH:3][C:2]([Cl:1])=[CH:7][CH:6]=2)[C:9]2[CH:10]=[C:11]3[C:16](=[CH:17][CH:18]=2)[NH:15][C:14](=[O:19])[CH:13]=[C:12]3[C:20]2[CH2:25][CH2:24][NH:23][CH2:22][CH:21]=2)=[CH:34][CH:35]=1. Procedure: To a solution of tert-butyl 4-(6-(bis(4-chlorophenyl)methyl)-2-oxo-1,2-dihydroquinolin-4-yl)-5,6-dihydropyridine-1(2H)-carboxylate (80 mg, 0.142 mmol) in DCM (1 mL) was added TFA (0.35 mL) and the resulting mixture was stirred at room temperature for 2 hr. The reaction was concentrated and dried under the high vacuum to yield 6-(bis(4-chlorophenyl)methyl)-4-(1,2,3,6-tetrahydropyridin-4-yl)quinolin-2(1H)-one, which was used in the next step without further purification. (ES, m/z) 461, 463 [M+H]+ The reactants are C1(=CC=CC=2C(=CC=CC12)S(=O)(=O)O)S(=O)(=O)O.CNCCCCCCCCN1C[C@@H](CC1)C(C(=O)N)(C1=CC=CC=C1)C1=CC=CC=C1 (2-[(S)-1-(8-methylaminooctyl)pyrrolidin-3-yl]-2,2-diphenylacetamide naphthalene-1,5-disulfonic acid salt). Run in C(C)(C)O (isopropanol). Run at temperature 80 celsius, time 2 hour. Product: CNCCCCCCCCN1C[C@@H](CC1)C(C(=O)N)(C1=CC=CC=C1)C1=CC=CC=C1 (2-[(S)-1-(8-Methylaminooctyl)pyrrolidin-3-yl]-2,2-diphenylacetamide), solid. The yield is 96.0%. As a reaction SMILES: C1(S(O)(=O)=O)C2C=CC=C(S(O)(=O)=O)C=2C=CC=1.[CH3:19][NH:20][CH2:21][CH2:22][CH2:23][CH2:24][CH2:25][CH2:26][CH2:27][CH2:28][N:29]1[CH2:33][CH2:32][C@@H:31]([C:34]([C:44]2[CH:49]=[CH:48][CH:47]=[CH:46][CH:45]=2)([C:38]2[CH:43]=[CH:42][CH:41]=[CH:40][CH:39]=2)[C:35]([NH2:37])=[O:36])[CH2:30]1>C(O)(C)C>[CH3:19][NH:20][CH2:21][CH2:22][CH2:23][CH2:24][CH2:25][CH2:26][CH2:27][CH2:28][N:29]1[CH2:33][CH2:32][C@@H:31]([C:34]([C:44]2[CH:49]=[CH:48][CH:47]=[CH:46][CH:45]=2)([C:38]2[CH:39]=[CH:40][CH:41]=[CH:42][CH:43]=2)[C:35]([NH2:37])=[O:36])[CH2:30]1 |f:0.1|. Procedure details: To an 1 L flask was added 2-[(S)-1-(8-methylaminooctyl)pyrrolidin-3-yl]-2,2-diphenylacetamide naphthalene-1,5-disulfonic acid salt (21.4 g, 30.1 mmol) and isopropanol containing 3% water by volume (637 mL). The resulting slurry was stirred at 80° C. for 2 hours and then slowly cooled to room temperature and then stirred at room temperature for 12 hours. The resulting crystalline salt was filtrated, washed with isopropanol (600 mL) and then dried under vacuum and nitrogen for 16 hours at room tem... As a reaction SMILES: [CH3:1][P:2](=[O:7])([O:5][CH3:6])[O:3][CH3:4].C([Li])CCC.[CH3:13][C:14]([CH3:27])([CH2:20][CH2:21][CH2:22][CH2:23][CH2:24][CH2:25][CH3:26])[C:15](OCC)=[O:16].[Cl-].[NH4+]>C1COCC1>[CH3:13][C:14]([CH3:27])([CH2:20][CH2:21][CH2:22][CH2:23][CH2:24][CH2:25][CH3:26])[C:15](=[O:16])[CH2:1][P:2](=[O:7])([O:5][CH3:6])[O:3][CH3:4] |f:3.4|. Conditions: time 15 minute. Isolated yield 34.2%. Yields the product CC(C(CP(OC)(OC)=O)=O)(CCCCCCC)C (dimethyl 3,3-dimethyl-2-oxodecylphosphonate). Procedure: To a solution of dimethyl methylphosphonate (6.1 ml, 56.0 mmol) in 100 ml anhydrous THF was added dropwise n-butyl lithium (1.61N, 34.7 ml, 55.9 mmol) at -78° C. under argon atmosphere. After stirring the mixture for 15 minutes, ethyl 2,2-dimethylnonanoate (5.00 g, 23.3 mmol) was added dropwise and the mixture was stirred at -78° C. for 20 minutes and then at room temperature for 2 hours. To the reaction mixture was added 20 ml of saturated aqueous solution of ammonium chloride. The mixture was ... The solvent is C1CCOC1 (THF). Starting materials: saturated aqueous solution, [Cl-].[NH4+] (ammonium chloride), CP(OC)(OC)=O (dimethyl methylphosphonate), C(CCC)[Li] (n-butyl lithium), CC(C(=O)OCC)(CCCCCCC)C (ethyl 2,2-dimethylnonanoate). Starting materials: C=CC(=O)OC, CC(C)(C)O, COC(=O)CC(C[N+](=O)[O-])c1ccc(Cl)cc1, CCOCC, Cl. Yields the product COC(=O)CCC(C(CC(=O)OC)c1ccc(Cl)cc1)[N+](=O)[O-]. RXN SMILES: [C:18]([CH:19]=[CH2:20])(=[O:21])[O:22][CH3:23].[C:25]([OH:26])([CH3:27])([CH3:28])[CH3:29].[CH3:1][O:2][C:3]([CH2:4][CH:5]([CH2:6][N+:7](=[O:8])[O-:9])[c:10]1[cH:11][cH:12][c:13]([Cl:16])[cH:14][cH:15]1)=[O:17].[CH3:30][CH2:31][O:32][CH2:33][CH3:34].[ClH:24]>>[CH3:1][O:2][C:3]([CH2:4][CH:5]([CH:6]([N+:7](=[O:8])[O-:9])[CH2:20][CH2:19][C:18](=[O:21])[O:22][CH3:23])[c:10]1[cH:11][cH:12][c:13]([Cl:16])[cH:14][cH:15]1)=[O:17].